This data is from the Open Reaction Database (ORD), a public repository of structured organic reaction records. The task is: describe an organic reaction: reactants, conditions, products, and yield The reactants are BrC1=CC=C(C2=C(C=C(C=C12)CO)OC)OC(C)C (1-bromo-7-hydroxymethyl-4-isopropoxy-5-methoxy-naphthalene), C1(=CC=CC=C1)P(C1=CC=CC=C1)C1=CC=CC=C1 (triphenylphosphane), BrC(C(Br)(Cl)Cl)(Cl)Cl (1,2-dibromotetrachloroethane). Solvent: ClCCl (dichloromethane). Conditions: time 30 minute. Yields the product BrC1=CC=C(C2=C(C=C(C=C12)CBr)OC)OC(C)C (1-bromo-7-bromomethyl-4-isopropoxy-5-methoxy-naphthalene). Isolated yield 104.7%. RXN SMILES: [Br:1][C:2]1[C:11]2[C:6](=[C:7]([O:14][CH3:15])[CH:8]=[C:9]([CH2:12]O)[CH:10]=2)[C:5]([O:16][CH:17]([CH3:19])[CH3:18])=[CH:4][CH:3]=1.C1(P(C2C=CC=CC=2)C2C=CC=CC=2)C=CC=CC=1.[Br:39]C(Cl)(Cl)C(Cl)(Cl)Br>ClCCl>[Br:1][C:2]1[C:11]2[C:6](=[C:7]([O:14][CH3:15])[CH:8]=[C:9]([CH2:12][Br:39])[CH:10]=2)[C:5]([O:16][CH:17]([CH3:19])[CH3:18])=[CH:4][CH:3]=1. Procedure details: To a solution of 4.00 g (12.3 mmol) 1-bromo-7-hydroxymethyl-4-isopropoxy-5-methoxy-naphthalene in 40 mL dry dichloromethane, 3.24 g (12.3 mmol) triphenylphosphane and 4.00 g (12.3 mmol) 1,2-dibromotetrachloroethane were added under Ar. After stirring for 30 min at room temperature, the solvent was removed and subsequently the residue was filtered over a short silica gel column (petroleum/ethyl acetate, 4:1) to give 5.00 g (95%) 1-bromo-7-bromomethyl-4-isopropoxy-5-methoxy-naphthalene as a colorl... Reactants: COC(=O)C=1N(C=NC1)C1CCCC2=CC=CC=C12 (3-(1,2,3,4-tetrahydro-naphthalen-1-yl)-3H-imidazole-4-carboxylic acid methyl ester), [Li+].[OH-] (LiOH). Solvent: C(C)O (ethanol). Conditions: temperature 0 celsius, time 3 hour. Yields the product C1(CCCC2=CC=CC=C12)N1C=NC=C1C(=O)O (3-(1,2,3,4-Tetrahydro-naphthalen-1-yl)-3H-imidazole-4-carboxylic acid). RXN SMILES: C[O:2][C:3]([C:5]1[N:6]([CH:10]2[C:19]3[C:14](=[CH:15][CH:16]=[CH:17][CH:18]=3)[CH2:13][CH2:12][CH2:11]2)[CH:7]=[N:8][CH:9]=1)=[O:4].[Li+].[OH-]>C(O)C>[CH:10]1([N:6]2[C:5]([C:3]([OH:4])=[O:2])=[CH:9][N:8]=[CH:7]2)[C:19]2[C:14](=[CH:15][CH:16]=[CH:17][CH:18]=2)[CH2:13][CH2:12][CH2:11]1 |f:1.2|. Procedure: To a solution of 3-(1,2,3,4-tetrahydro-naphthalen-1-yl)-3H-imidazole-4-carboxylic acid methyl ester, which can be prepared as described in Example 2, (0.510 g, 1.990 mmol) in ethanol (20 mL) is added aqueous 4M LiOH (5 mL, 20 mmol) causing an immediate precipitate to form. After 3 hours, the mixture is evaporated to dryness, re-dissolved in a minimum amount of water, and the pH is adjusted to 6 with aqueous 2M HCl, causing a precipitate to form. The reaction is cooled to 0° C. and allowed to sta... Yields the product ClC=1C(=NC=CC1)C1=CC=C(C=C1)C1=NC2=C(N1)C=C(C=C2)C(F)(F)F (2-[4-(3-chloropyridin-2-yl)phenyl]-6-trifluoromethyl-1H-benzoimidazole). The solvent is CN(C=O)C (dimethylformamide), C(C)(=O)OCC (ethyl acetate). Conditions: time 16 hour. The yield is 82.4%. The reactants are FC(C=1C=C(C(=CC1)N)N)(F)F (4-trifluoromethylbenzene-1,2-diamine), C(C)(C)N(CC)C(C)C (diisopropylethylamine), O-(7-azabenzotriazol-yl)-N,N,N′,N′-tetramethyleuronium hexafluorophosphate, ClC=1C(=NC=CC1)C1=CC=C(C(=O)O)C=C1 (4-(3-chloropyridin-2-yl)benzoic acid). As a reaction SMILES: [F:1][C:2]([F:12])([F:11])[C:3]1[CH:4]=[C:5]([NH2:10])[C:6]([NH2:9])=[CH:7][CH:8]=1.C(N(C(C)C)CC)(C)C.[Cl:22][C:23]1[C:24]([C:29]2[CH:37]=[CH:36][C:32]([C:33](O)=O)=[CH:31][CH:30]=2)=[N:25][CH:26]=[CH:27][CH:28]=1>CN(C)C=O.C(OCC)(=O)C>[Cl:22][C:23]1[C:24]([C:29]2[CH:37]=[CH:36][C:32]([C:33]3[NH:10][C:5]4[CH:4]=[C:3]([C:2]([F:11])([F:12])[F:1])[CH:8]=[CH:7][C:6]=4[N:9]=3)=[CH:31][CH:30]=2)=[N:25][CH:26]=[CH:27][CH:28]=1. Procedure: 0.44 g (2.5 mmol) 4-trifluoromethylbenzene-1,2-diamine, 1.0 mL (5.0 mmol) diisopropylethylamine and 1.1 g (6 mmol) O-(7-azabenzotriazol-yl)-N,N,N′,N′-tetramethyleuronium hexafluorophosphate were added to a solution of 0.59 g (2.5 mmol) 4-(3-chloropyridin-2-yl)benzoic acid in 25 mL dimethylformamide, which was then stirred at room temperature for 16 hours and vacuum concentrated. The concentrate thus obtained was dissolved in ethyl acetate, washed with saturated NaHCO3 and saturated NaCl, dried o... The reactants are solution, B#B (diborane), C(C)(=O)NC1=C2C=CC=C(C2=CC=C1)S(=O)(=O)NC1=NC=C(N=C1OC)Br (5-acetamido-N-(5-bromo-3-methoxy-2-pyrazinyl)-1-naphthalenesulphonamide). The solvent is C1CCOC1 (THF), C1CCOC1 (THF). Product: C(C)NC1=C2C=CC=C(C2=CC=C1)S(=O)(=O)NC1=NC=C(N=C1OC)Br (5-ethylamino-N-(5-bromo-3-methoxy-2-pyrazinyl)-1-naphthalenesulphonamide). Isolated yield 32.7%. RXN SMILES: B#B.[C:3]([NH:6][C:7]1[CH:16]=[CH:15][CH:14]=[C:13]2[C:8]=1[CH:9]=[CH:10][CH:11]=[C:12]2[S:17]([NH:20][C:21]1[C:26]([O:27][CH3:28])=[N:25][C:24]([Br:29])=[CH:23][N:22]=1)(=[O:19])=[O:18])(=O)[CH3:4]>C1COCC1>[CH2:3]([NH:6][C:7]1[CH:16]=[CH:15][CH:14]=[C:13]2[C:8]=1[CH:9]=[CH:10][CH:11]=[C:12]2[S:17]([NH:20][C:21]1[C:26]([O:27][CH3:28])=[N:25][C:24]([Br:29])=[CH:23][N:22]=1)(=[O:19])=[O:18])[CH3:4]. Procedure details: A 1.0M solution of diborane in THF (6.65 ml) was added to a solution of 5-acetamido-N-(5-bromo-3-methoxy-2-pyrazinyl)-1-naphthalenesulphonamide (0.725 g) in dry THF (60 ml) at 0° C. under argon. The solution was heated under reflux for 24 hours and then volatile material was removed by evaporation. The residue was purified by flash chromatography, eluting with ethyl acetate/hexane (7:13 v/v), to give 5-ethylamino-N-(5-bromo-3-methoxy-2-pyrazinyl)-1-naphthalenesulphonamide (0.23 g), m.p. 216°-218... Starting materials: BrC=1C=CC(=C(C1)N)[N+](=O)[O-] (5-Brom0-2-nitro-phenylamine), CN(C=O)C (dimethylformamide). The reagents and catalysts are C1=CC=C(C=C1)P(C2=CC=CC=C2)C3=CC=CC=C3.C1=CC=C(C=C1)P(C2=CC=CC=C2)C3=CC=CC=C3.C1=CC=C(C=C1)P(C2=CC=CC=C2)C3=CC=CC=C3.C1=CC=C(C=C1)P(C2=CC=CC=C2)C3=CC=CC=C3.[Pd] (tetrakis(triphenylphosphine) palladium(O)), [C-]#N.[Zn+2].[C-]#N (zinc cyanide). Run at time 45 minute. Product: NC=1C=C(C#N)C=CC1[N+](=O)[O-] (3-Amino-4-nitrobenzonitrile). Yield: 63.0%. As a reaction SMILES: Br[C:2]1[CH:3]=[CH:4][C:5]([N+:9]([O-:11])=[O:10])=[C:6]([NH2:8])[CH:7]=1.[CH3:12][N:13](C)C=O>[C-]#N.[Zn+2].[C-]#N.C1C=CC(P(C2C=CC=CC=2)C2C=CC=CC=2)=CC=1.C1C=CC(P(C2C=CC=CC=2)C2C=CC=CC=2)=CC=1.C1C=CC(P(C2C=CC=CC=2)C2C=CC=CC=2)=CC=1.C1C=CC(P(C2C=CC=CC=2)C2C=CC=CC=2)=CC=1.[Pd]>[NH2:8][C:6]1[CH:7]=[C:2]([CH:3]=[CH:4][C:5]=1[N+:9]([O-:11])=[O:10])[C:12]#[N:13] |f:2.3.4,5.6.7.8.9|. Reported procedure: A suspension of bromoarene 2 (801 mg; 3.7 mmol) and zinc cyanide (570 mg; 4.85 mmol; 1.3 eq.) in degassed dimethylformamide (15 mL) was stirred at room temperature under nitrogen in the dark for 45 min and then treated with tetrakis(triphenylphosphine) palladium(O) (310 mg, 1.6 mmol). The mixture was stirred at 90° C. for 18 h; filtered through a celite pad, concentrated under reduced pressure and purified by flash chromatography on silica gel, eluent EtOAc-hexane (1:1) to afford the title compo... Starting materials: CC1(OC(=C(C1=O)C1=CC=C(C=C1)[N+](=O)[O-])C1=CC(=C(C=C1)S(=O)(=O)C)F)C (2,2-dimethyl-4-(4-nitrophenyl)-5-{3-fluoro-4-(methylsulfonyl)-phenyl}-3(2H)-furanone), Cl (HCl). RXN SMILES: [CH3:1][C:2]1([CH3:28])[C:6](=[O:7])[C:5]([C:8]2[CH:13]=[CH:12][C:11]([N+:14]([O-])=O)=[CH:10][CH:9]=2)=[C:4]([C:17]2[CH:22]=[CH:21][C:20]([S:23]([CH3:26])(=[O:25])=[O:24])=[C:19]([F:27])[CH:18]=2)[O:3]1.Cl>C(O)C.O.[Fe]>[NH2:14][C:11]1[CH:12]=[CH:13][C:8]([C:5]2[C:6](=[O:7])[C:2]([CH3:1])([CH3:28])[O:3][C:4]=2[C:17]2[CH:22]=[CH:21][C:20]([S:23]([CH3:26])(=[O:24])=[O:25])=[C:19]([F:27])[CH:18]=2)=[CH:9][CH:10]=1. Isolated yield 55.1%. Yields the product NC1=CC=C(C=C1)C=1C(C(OC1C1=CC(=C(C=C1)S(=O)(=O)C)F)(C)C)=O (4-(4-aminophenyl)-2,2-dimethyl-5-{3-fluoro-4-(methylsulfonyl)phenyl}-3(2H)-furanone). Conditions: temperature 70 celsius, time 12 hour. Reported procedure: To 200 mg of 2,2-dimethyl-4-(4-nitrophenyl)-5-{3-fluoro-4-(methylsulfonyl)-phenyl}-3(2H)-furanone (Example 287) in 7 ml ethanol and 1 ml water, were added 0.5 ml concentrated HCl and 0.2 g of iron powder. The mixture was stirred for 12 hours at 70° C. After the reaction mixture was cooled to room temperature, the unreacted iron was filtered off. The filtrate was concentrated in vacuo and the residue was neutralized with 1 N aqueous sodium hydroxide, which was followed by extraction with 30 ml di... Reagents/catalysts: [Fe] (iron). The solvent is C(C)O (ethanol), O (water). Starting materials: Cc1ccc([N+](=O)[O-])c(F)c1, Nc1ccc(CCO)cc1. The product is Cc1ccc([N+](=O)[O-])c(Nc2ccc(CCO)cc2)c1. As a reaction SMILES: [F:1][c:2]1[c:3]([N+:9](=[O:10])[O-:11])[cH:4][cH:5][c:6]([CH3:8])[cH:7]1.[NH2:12][c:13]1[cH:14][cH:15][c:16]([CH2:19][CH2:20][OH:21])[cH:17][cH:18]1>>[c:2]1([NH:12][c:13]2[cH:14][cH:15][c:16]([CH2:19][CH2:20][OH:21])[cH:17][cH:18]2)[c:3]([N+:9](=[O:10])[O-:11])[cH:4][cH:5][c:6]([CH3:8])[cH:7]1.